From a dataset of the Open Reaction Database (ORD), a public repository of structured organic reaction records. describe an organic reaction: reactants, conditions, products, and yield The reactants are BrB(Br)Br, COc1ccc2c(c1)OC(C)(C)CC2, ClCCl, [Na+], O=C([O-])O. The product is CC1(C)CCc2ccc(O)cc2O1. RXN SMILES: [B:15]([Br:16])([Br:17])[Br:18].[CH3:1][O:2][c:3]1[cH:4][cH:5][c:6]2[c:11]([cH:12]1)[O:10][C:9]([CH3:13])([CH3:14])[CH2:8][CH2:7]2.[Cl:24][CH2:25][Cl:26].[Na+:23].[O-:19][C:20]([OH:21])=[O:22]>>[OH:2][c:3]1[cH:4][cH:5][c:6]2[c:11]([cH:12]1)[O:10][C:9]([CH3:13])([CH3:14])[CH2:8][CH2:7]2. The reactants are CCOC(=O)Cc1ccc(N(C)c2nc(=O)c3cccnc3s2)cc1, CCO, Cl, [Na+], [OH-], O. Product: CN(c1ccc(CC(=O)O)cc1)c1nc(=O)c2cccnc2s1. Reaction SMILES: [CH3:1][N:2]([c:3]1[s:4][c:5]2[c:6]([c:7](=[O:9])[n:8]1)[cH:10][cH:11][cH:12][n:13]2)[c:14]1[cH:15][cH:16][c:17]([CH2:20][C:21](=[O:22])[O:23][CH2:24][CH3:25])[cH:18][cH:19]1.[CH3:26][CH2:27][OH:28].[ClH:31].[Na+:30].[OH-:29].[OH2:32]>>[CH3:1][N:2]([c:3]1[s:4][c:5]2[c:6]([c:7](=[O:9])[n:8]1)[cH:10][cH:11][cH:12][n:13]2)[c:14]1[cH:15][cH:16][c:17]([CH2:20][C:21](=[O:22])[OH:23])[cH:18][cH:19]1. Run at time 1.5 hour. Reported procedure: A suspension of 4.00 g of (7R)-7-aminocephalosporanic acid and 3.34 g of 5-mercapto-7-methylpyrazolo[1,5-a]-pyrimidine-3-carboxylic acid in 20 ml of acetonitrile was treated with 25 ml of a 20 percent solution of boron trifluoride in acetonitrile and the mixture was stirred at 20° for 1.5 hours. 150 ml of cold water were added and the mixture was stirred at 0° for 1.5 hours. The precipitate was filtered off under suction and dried. There was obtained (6R,7R)-7-amino-3-[[(3-carboxy-7-methylpyrazo... Product: N[C@H]1[C@H]2SCC(=C(N2C1=O)C(=O)O)CSC1=NC=2N(C(=C1)C)N=CC2C(=O)O ((6R,7R)-7-amino-3-[[(3-carboxy-7-methylpyrazolo-[1,5-a]pyri-midine-5-yl)thio]methyl]-8-oxo-5-thia-1-azabicyclo[4.2.0]-oct-2-ene-2-carboxylic acid). As a reaction SMILES: CC(O[CH2:5][C:6]1[CH2:15][S:14][C@@H:9]2[C@H:10]([NH2:13])[C:11](=[O:12])[N:8]2[C:7]=1[C:16]([OH:18])=[O:17])=O.[SH:19][C:20]1[CH:25]=[C:24]([CH3:26])[N:23]2[N:27]=[CH:28][C:29]([C:30]([OH:32])=[O:31])=[C:22]2[N:21]=1.B(F)(F)F.O>C(#N)C>[NH2:13][C@@H:10]1[C:11](=[O:12])[N:8]2[C@@H:9]1[S:14][CH2:15][C:6]([CH2:5][S:19][C:20]1[CH:25]=[C:24]([CH3:26])[N:23]3[N:27]=[CH:28][C:29]([C:30]([OH:32])=[O:31])=[C:22]3[N:21]=1)=[C:7]2[C:16]([OH:18])=[O:17]. Reactants: solution, B(F)(F)F (boron trifluoride), O (water), CC(=O)OCC1=C(N2[C@@H]([C@@H](C2=O)N)SC1)C(=O)O ((7R)-7-aminocephalosporanic acid), SC1=NC=2N(C(=C1)C)N=CC2C(=O)O (5-mercapto-7-methylpyrazolo[1,5-a]-pyrimidine-3-carboxylic acid). The solvent is C(C)#N (acetonitrile), C(C)#N (acetonitrile). Starting materials: O (Water), [H-].[Na+] (sodium hydride), CC1=NC(=CC(=C1)C1=NC2=CC(=CC(=C2C(N1)=O)OC)F)C (2-(2,6-dimethyl-pyridin-4-yl)-7-fluoro-5-methoxy-3H-quinazolin-4-one), C(C)(C)OCCO (2-isopropoxy-ethanol). Run in CS(=O)C (DMSO). Conditions: time 20 minute. The product is CC1=NC(=CC(=C1)C1=NC2=CC(=CC(=C2C(N1)=O)OC)OCCOC(C)C)C (2-(2,6-Dimethylpyridin-4-yl)-7-(2-isopropoxyethoxy)-5-methoxyquinazolin-4(3H)-one). RXN SMILES: [H-].[Na+].[CH:3]([O:6][CH2:7][CH2:8][OH:9])([CH3:5])[CH3:4].[CH3:10][C:11]1[CH:16]=[C:15]([C:17]2[NH:26][C:25](=[O:27])[C:24]3[C:19](=[CH:20][C:21](F)=[CH:22][C:23]=3[O:28][CH3:29])[N:18]=2)[CH:14]=[C:13]([CH3:31])[N:12]=1.O>CS(C)=O>[CH3:10][C:11]1[CH:16]=[C:15]([C:17]2[NH:26][C:25](=[O:27])[C:24]3[C:19](=[CH:20][C:21]([O:9][CH2:8][CH2:7][O:6][CH:3]([CH3:5])[CH3:4])=[CH:22][C:23]=3[O:28][CH3:29])[N:18]=2)[CH:14]=[C:13]([CH3:31])[N:12]=1 |f:0.1|. Reported procedure: To a suspension of sodium hydride (60% suspension in mineral oil, 0.24 g, 6.00 mmol) in anhydrous DMSO (10 mL) was added 2-isopropoxy-ethanol at room temperature under nitrogen. The mixture was stirred for 20 minutes at room temperature, then 2-(2,6-dimethyl-pyridin-4-yl)-7-fluoro-5-methoxy-3H-quinazolin-4-one (0.30 g, 1.00 mmol) was added and the reaction mixture was stirred at 80° C. for 16 hours, then cooled to room temperature. Water (50 mL) was added, and the mixture was extracted with a mi... Reactants: polyphosphate esters, C1(=C(C=CC=C1)N)N (o-phenylenediamine), esters, N1C(=CC=C1)C(=O)O (pyrrole-2-carboxylic acid). Solvent: C([O-])(O)=O.[Na+] (sodium bicarbonate). Run at temperature 80 celsius, time 30 minute. Product: N1C(=CC=C1)C=1NC2=C(N1)C=CC=C2 (2-(pyrrol-2-yl)benzimidazole). Isolated yield 27.3%. RXN SMILES: [C:1]1([NH2:8])[CH:6]=[CH:5][CH:4]=[CH:3][C:2]=1[NH2:7].[NH:9]1[CH:13]=[CH:12][CH:11]=[C:10]1[C:14](O)=O>C(=O)(O)[O-].[Na+]>[NH:9]1[CH:13]=[CH:12][CH:11]=[C:10]1[C:14]1[NH:7][C:2]2[CH:3]=[CH:4][CH:5]=[CH:6][C:1]=2[N:8]=1 |f:2.3|. Procedure details: A mixture of 1.08 g (10 mmol) of o-phenylenediamine and 20 g of polyophosphate esters was heated gently at 80° C. and was added portionwise 1.11 g (10 mmol) of pyrrole-2-carboxylic acid. After the mixture was stirred at 100° C. for 30 minutes, it was poured into a saturated solution of sodium bicarbonate (500 mL) and stirred until polyphosphate esters was decomposed. It was then extracted with two 400 mL portions of ethyl acetate. the separated organic layer was dried over anhydrous sodium sulfa... The reactants are BrC1=CC(=C(C=C1)C=1NC(C2=C(N1)C(=NN2C2CCCCC2)C)=O)OCC (4-Bromo-2-ethoxyphenyl-1-cyclohexyl-3-methyl-1,6-dihydro-7H-pyrazolo[4,3-d]pyrimidin-7-one), CN1CCNCCC1 (methylhomopiperazine). Yields the product C1(CCCCC1)N1N=C(C=2N=C(NC(C21)=O)C2=C(C=C(C=C2)N2CCN(CCC2)C)OCC)C (1-Cyclohexyl-5-[4-(4-methyl-1,4-diazepan-1-yl)-2-ethoxyphenyl]-3-methyl-1,6-dihydro-7H-pyrazolo[4,3-d]pyrimidin-7-one). Yield: 58.0%. Reaction SMILES: Br[C:2]1[CH:7]=[CH:6][C:5]([C:8]2[NH:9][C:10](=[O:24])[C:11]3[N:16]([CH:17]4[CH2:22][CH2:21][CH2:20][CH2:19][CH2:18]4)[N:15]=[C:14]([CH3:23])[C:12]=3[N:13]=2)=[C:4]([O:25][CH2:26][CH3:27])[CH:3]=1.[CH3:28][N:29]1[CH2:35][CH2:34][CH2:33][NH:32][CH2:31][CH2:30]1>>[CH:17]1([N:16]2[C:11]3[C:10](=[O:24])[NH:9][C:8]([C:5]4[CH:6]=[CH:7][C:2]([N:32]5[CH2:33][CH2:34][CH2:35][N:29]([CH3:28])[CH2:30][CH2:31]5)=[CH:3][C:4]=4[O:25][CH2:26][CH3:27])=[N:13][C:12]=3[C:14]([CH3:23])=[N:15]2)[CH2:22][CH2:21][CH2:20][CH2:19][CH2:18]1. Procedure details: The same reaction procedure as in Example 16 was performed, except that the compound obtained in Example 116 was used in place of the compound obtained in Example 15, and methylhomopiperazine was used in place of N-methylpiperazine. In this manner, 94 mg (58%) of the captioned compound was obtained.